Dataset: the Open Reaction Database (ORD), a public repository of structured organic reaction records. Task: describe an organic reaction: reactants, conditions, products, and yield Starting materials: CS(=O)(=O)O[C@@H]1C[C@@H](C1)NC(=O)OC(C)(C)C (cis-3-[(tert-Butoxycarbonyl)amino]cyclobutyl methanesulfonate), [C-]#N.[Na+] (NaCN), [C-]#N.[Na+] (NaCN). The solvent is CN(C)C=O (DMF). Yields the product C(#N)[C@@H]1C[C@H](C1)NC(OC(C)(C)C)=O (tert-butyl (trans-3-cyanocyclobutyl)carbamate). Conditions: temperature 140 celsius. Reaction SMILES: CS(O[C@H:6]1[CH2:9][C@@H:8]([NH:10][C:11]([O:13][C:14]([CH3:17])([CH3:16])[CH3:15])=[O:12])[CH2:7]1)(=O)=O.[C-:18]#[N:19].[Na+]>CN(C=O)C>[C:18]([C@H:6]1[CH2:9][C@H:8]([NH:10][C:11](=[O:12])[O:13][C:14]([CH3:17])([CH3:16])[CH3:15])[CH2:7]1)#[N:19] |f:1.2|. Procedure: cis-3-[(tert-Butoxycarbonyl)amino]cyclobutyl methanesulfonate (0.200 g, 0.754 mmol) in DMF (3 mL) was treated with NaCN (55 mg, 1.13 mmol, Aldrich) and the reaction was heated in the microwave to 140° C. for 10 minutes, followed by stirring overnight at 125° C. with an additional 55 mg (1.13 mmol) of NaCN having been added. The reaction mixture was partitioned between saturated NaHCO3 solution and EtOAc. The aqueous layer was extracted three additional times with EtOAc. The combined extracts wer... The reactants are BrC1=CC(=C2C=NNC2=C1)NC(=O)C=1N=C(SC1)C (N-(6-bromo-1H-indazol-4-yl)-2-methyl-1,3-thiazole-4-carboxamide), C(C)(=O)[O-].[K+] (potassium acetate), CC1(OB(OC1(C)C)B1OC(C(O1)(C)C)(C)C)C (4,4,4′,4′,5,5,5′,5′-octamethyl-2,2′-bi-1,3,2-dioxaborolane), BrC=1C=C(C(=NC1)Cl)NS(=O)(=O)C1=CC=CC=C1 (N-(5-bromo-2-chloro-3-pyridinyl)benzenesulfonamide), C([O-])(O)=O.[Na+] (sodium bicarbonate), C([O-])(O)=O.[Na+] (sodium bicarbonate). Reagents/catalysts: C1=CC=C(C=C1)P([C-]2C=CC=C2)C3=CC=CC=C3.C1=CC=C(C=C1)P([C-]2C=CC=C2)C3=CC=CC=C3.Cl[Pd]Cl.[Fe+2] (Pd(dppf)Cl2), C1=CC=C(C=C1)P([C-]2C=CC=C2)C3=CC=CC=C3.C1=CC=C(C=C1)P([C-]2C=CC=C2)C3=CC=CC=C3.Cl[Pd]Cl.[Fe+2] (Pd(dppf)Cl2), C=1C=CC(=CC1)[P](C=2C=CC=CC2)(C=3C=CC=CC3)[Pd]([P](C=4C=CC=CC4)(C=5C=CC=CC5)C=6C=CC=CC6)([P](C=7C=CC=CC7)(C=8C=CC=CC8)C=9C=CC=CC9)[P](C=1C=CC=CC1)(C=1C=CC=CC1)C=1C=CC=CC1 (Pd(PPh3)4). Run in CC(=O)N(C)C (DMA), CO (MeOH). Conditions: temperature 80 celsius. Product: ClC1=C(C=C(C=N1)C1=CC(=C2C=NNC2=C1)NC(=O)C=1N=C(SC1)C)NS(=O)(=O)C1=CC=CC=C1 (N-(6-{6-Chloro-5-[(phenylsulfonyl)amino]-3-pyridinyl}-1H-indazol-4-yl)-2-methyl-1,3-thiazole-4-carboxamide). Reaction SMILES: Br[C:2]1[CH:10]=[C:9]2[C:5]([CH:6]=[N:7][NH:8]2)=[C:4]([NH:11][C:12]([C:14]2[N:15]=[C:16]([CH3:19])[S:17][CH:18]=2)=[O:13])[CH:3]=1.C([O-])(=O)C.[K+].CC1(C)C(C)(C)OB(B2OC(C)(C)C(C)(C)O2)O1.Br[C:44]1[CH:45]=[C:46]([NH:51][S:52]([C:55]2[CH:60]=[CH:59][CH:58]=[CH:57][CH:56]=2)(=[O:54])=[O:53])[C:47]([Cl:50])=[N:48][CH:49]=1.C(=O)(O)[O-].[Na+]>CO.C1C=CC(P(C2C=CC=CC=2)[C-]2C=CC=C2)=CC=1.C1C=CC(P(C2C=CC=CC=2)[C-]2C=CC=C2)=CC=1.Cl[Pd]Cl.[Fe+2].C1C=CC([P]([Pd]([P](C2C=CC=CC=2)(C2C=CC=CC=2)C2C=CC=CC=2)([P](C2C=CC=CC=2)(C2C=CC=CC=2)C2C=CC=CC=2)[P](C2C=CC=CC=2)(C2C=CC=CC=2)C2C=CC=CC=2)(C2C=CC=CC=2)C2C=CC=CC=2)=CC=1.CC(N(C)C)=O>[Cl:50][C:47]1[N:48]=[CH:49][C:44]([C:2]2[CH:10]=[C:9]3[C:5]([CH:6]=[N:7][NH:8]3)=[C:4]([NH:11][C:12]([C:14]3[N:15]=[C:16]([CH3:19])[S:17][CH:18]=3)=[O:13])[CH:3]=2)=[CH:45][C:46]=1[NH:51][S:52]([C:55]1[CH:56]=[CH:57][CH:58]=[CH:59][CH:60]=1)(=[O:54])=[O:53] |f:1.2,5.6,8.9.10.11,^1:111,113,132,151|. Reported procedure: DMA (9 ml) was added to a Biotage microwave vial containing N-(6-bromo-1H-indazol-4-yl)-2-methyl-1,3-thiazole-4-carboxamide (175 mg, 0.519 mmol), Pd(dppf)Cl2 (85 mg, 0.104 mmol), potassium acetate (153 mg, 1.56 mmol) and 4,4,4′,4′,5,5,5′,5′-octamethyl-2,2′-bi-1,3,2-dioxaborolane (86 mg, 0.338 mmol). The vial was sealed, the solution was degassed with nitrogen, then heated in a Biotage Initiator at 80° C. for 20 mins. Pd(dppf)Cl2 (85 mg, 0.104 mmol) was added to the reaction, the vial was sealed,... The reactants are O (water), O.[OH-].[Li+] (Lithium hydroxide monohydrate), CS (methyl mercaptan), ClC1=C(C(=C(C(=O)O)C=C1)S(=O)(=O)C)F (4-chloro-3-fluoro-2-(methylsulphonyl)benzoic acid). The solvent is CN(C=O)C (dimethyl formamide). Reaction conditions: time 2 hour. The product is ClC1=C(C(=C(C(=O)O)C=C1)S(=O)(=O)C)SC (4-chloro-3-(methylsulphenyl)-2-(methylsulphonyl)benzoic acid). Yield: 55.0%. As a reaction SMILES: O.[OH-].[Li+].[CH3:4][SH:5].[Cl:6][C:7]1[CH:15]=[CH:14][C:10]([C:11]([OH:13])=[O:12])=[C:9]([S:16]([CH3:19])(=[O:18])=[O:17])[C:8]=1F.O>CN(C)C=O>[Cl:6][C:7]1[CH:15]=[CH:14][C:10]([C:11]([OH:13])=[O:12])=[C:9]([S:16]([CH3:19])(=[O:18])=[O:17])[C:8]=1[S:5][CH3:4] |f:0.1.2|. Reported procedure: Lithium hydroxide monohydrate (1.26 g) was added to a solution of methyl mercaptan (0.72 g) in dimethyl formamide. To this mixture was added 4-chloro-3-fluoro-2-(methylsulphonyl)benzoic acid (3.7 g). The mixture was stirred for 2 hours then poured into water and acidified to pH1. It was extracted with ether, washed with water, dried (Na2SO4) and filtered. The filtrate was evaporated to dryness and the residue was triturated with n-hexane and filtered to give 4-chloro-3-(methylsulphenyl)-2-(methy... Reactants: C(C)(C)(C)OC(NC1(COC(OC1)(C)C)CCC1=CC(=C(C=C1)OCCCC1=C(C=C(C=C1)F)F)C(F)(F)F)=O ([5-(2-{4-[3-(2,4-difluorophenyl)propoxy]-3-trifluoromethylphenyl}ethyl)-2,2-dimethyl-1,3-dioxan-5-yl]carbamic acid t-butyl ester), Cl (hydrochloric acid). Run in C(C)O (ethanol). Conditions: temperature 80 celsius, time 2 hour. Product: Cl.NC(CO)(CO)CCC1=CC(=C(C=C1)OCCCC1=C(C=C(C=C1)F)F)C(F)(F)F (2-amino-2-(2-{4-[3-(2,4-difluorophenyl)propoxy]-3-trifluoromethylphenyl}ethyl)propane-1,3-diol hydrochloride). RXN SMILES: C(OC(=O)[NH:7][C:8]1([CH2:16][CH2:17][C:18]2[CH:23]=[CH:22][C:21]([O:24][CH2:25][CH2:26][CH2:27][C:28]3[CH:33]=[CH:32][C:31]([F:34])=[CH:30][C:29]=3[F:35])=[C:20]([C:36]([F:39])([F:38])[F:37])[CH:19]=2)[CH2:13][O:12]C(C)(C)[O:10][CH2:9]1)(C)(C)C.[ClH:41]>C(O)C>[ClH:41].[NH2:7][C:8]([CH2:16][CH2:17][C:18]1[CH:23]=[CH:22][C:21]([O:24][CH2:25][CH2:26][CH2:27][C:28]2[CH:33]=[CH:32][C:31]([F:34])=[CH:30][C:29]=2[F:35])=[C:20]([C:36]([F:39])([F:38])[F:37])[CH:19]=1)([CH2:13][OH:12])[CH2:9][OH:10] |f:3.4|. Reported procedure: Compound 65-4 (730 mg) was dissolved in ethanol (15 ml), concentrated hydrochloric acid (1.5 ml) was added, and the mixture was stirred at 80° C. for 2 hr. The reaction mixture was concentrated, and the residue was washed with diethyl ether to give the object product (480 mg) as a white powder. Product: COC(=O)C1CC2CC(C1C)C2(C)C. RXN SMILES: [CH3:15][OH:16].[CH:2]12[CH:3]([CH3:14])[CH:4]([C:11](=[O:12])[OH:13])[CH2:5][CH:6]([C:7]1([CH3:8])[CH3:9])[CH2:10]2.[Cl-:1].[cH:17]1[cH:18][cH:19][n:20][cH:21][cH:22]1>>[CH:2]12[CH:3]([CH3:14])[CH:4]([C:11]([O:12][CH3:15])=[O:13])[CH2:5][CH:6]([C:7]1([CH3:8])[CH3:9])[CH2:10]2. Starting materials: CO, CC1C(C(=O)O)CC2CC1C2(C)C, [Cl-], c1ccncc1.